From a dataset of the Open Reaction Database (ORD), a public repository of structured organic reaction records. describe an organic reaction: reactants, conditions, products, and yield Starting materials: C[O-], CO, ClC(C1=NCCCCN1)(c1ccccc1)c1ccccc1, Cl, [Na+]. Product: COC(C1=NCCCCN1)(c1ccccc1)c1ccccc1. As a reaction SMILES: [CH3:23][O-:24].[CH3:26][OH:27].[Cl:2][C:3]([C:4]1=[N:10][CH2:9][CH2:8][CH2:7][CH2:6][NH:5]1)([c:11]1[cH:12][cH:13][cH:14][cH:15][cH:16]1)[c:17]1[cH:18][cH:19][cH:20][cH:21][cH:22]1.[ClH:1].[Na+:25]>>[C:3]([C:4]1=[N:10][CH2:9][CH2:8][CH2:7][CH2:6][NH:5]1)([c:11]1[cH:12][cH:13][cH:14][cH:15][cH:16]1)([c:17]1[cH:18][cH:19][cH:20][cH:21][cH:22]1)[O:24][CH3:23]. Starting materials: CCOCC (ether), O([C@@H]1[C@H](O)[C@@H](O)[C@@H](O)[C@H](O1)CO)C1=C(C=C(C=C1)C=O)OC (4-formyl-2-methoxyphenyl α-D-galactopyranoside), N1CCCCC1 (piperidine), S(=O)(=O)([O-])C1=CC=C(C)C=C1.CC=1SC2=C([N+]1C)C=CC=C2 (2,3-dimethylbenzothiazolium tosylate). The solvent is CO (methanol). Yields the product S(=O)(=O)([O-])C1=CC=C(C)C=C1.[C@@H]1([C@H](O)[C@@H](O)[C@@H](O)[C@H](O1)CO)OC1=C(C=C(C=C1)C=CC=1SC2=C([N+]1C)C=CC=C2)OC (2-{2-[4-(β-D-Galactopyranosyloxy)-3-methoxyphenyl]-vinyl}-3-methylbenzothiazolium tosylate). RXN SMILES: [O:1]([C:13]1[CH:18]=[CH:17][C:16]([CH:19]=O)=[CH:15][C:14]=1[O:21][CH3:22])[C@H:2]1[O:10][C@H:9]([CH2:11][OH:12])[C@H:7]([OH:8])[C@H:5]([OH:6])[C@H:3]1[OH:4].[S:23]([C:27]1[CH:33]=[CH:32][C:30]([CH3:31])=[CH:29][CH:28]=1)([O-:26])(=[O:25])=[O:24].[CH3:34][C:35]1[S:36][C:37]2[CH:44]=[CH:43][CH:42]=[CH:41][C:38]=2[N+:39]=1[CH3:40].N1CCCCC1.CCOCC>CO>[S:23]([C:27]1[CH:33]=[CH:32][C:30]([CH3:31])=[CH:29][CH:28]=1)([O-:26])(=[O:25])=[O:24].[C@@H:2]1([O:1][C:13]2[CH:18]=[CH:17][C:16]([CH:19]=[CH:34][C:35]3[S:36][C:37]4[CH:44]=[CH:43][CH:42]=[CH:41][C:38]=4[N+:39]=3[CH3:40])=[CH:15][C:14]=2[O:21][CH3:22])[O:10][C@H:9]([CH2:11][OH:12])[C@H:7]([OH:8])[C@H:5]([OH:6])[C@H:3]1[OH:4] |f:1.2,6.7|. Procedure details: 4-Formyl-3-methoxyphenyl β-D-galactopyranoside (1c)(3.14 g, 0.01 mol) was dissolved in hot methanol (20 ml) and 2,3-dimethylbenzothiazolium tosylate (3.35 g, 0.01 mol) was added followed by a drop of piperidine. The mixture was heated under reflux for 2 h, during which time it become strongly coloured. The reaction mixture was then cooled and ether (200 ml) was added to precipitate the product as an orange solid, which was well washed with methanol to give (26c){4.8 g, 80%, m.p. 147°-149° C., [α...